Dataset: the Open Reaction Database (ORD), a public repository of structured organic reaction records. Task: describe an organic reaction: reactants, conditions, products, and yield Starting materials: CCNC(=O)n1ccc2cc(Oc3ccnc4cc(OCC5CCN(OC(=O)OC(C)(C)C)CC5)c(C#N)cc34)ccc21, O=C(O)O, O, O=C(O)C(F)(F)F. Yields the product CCNC(=O)n1ccc2cc(Oc3ccnc4cc(OCC5CCNCC5)c(C#N)cc34)ccc21. As a reaction SMILES: [C:1](#[N:2])[c:3]1[cH:4][c:5]2[c:6]([O:29][c:30]3[cH:31][c:32]4[cH:33][cH:34][n:35]([C:39]([NH:40][CH2:41][CH3:42])=[O:43])[c:36]4[cH:37][cH:38]3)[cH:7][cH:8][n:9][c:10]2[cH:11][c:12]1[O:13][CH2:14][CH:15]1[CH2:16][CH2:17][N:18]([O:21][C:22]([O:23][C:24]([CH3:25])([CH3:26])[CH3:27])=[O:28])[CH2:19][CH2:20]1.[C:45](=[O:46])([OH:47])[OH:48].[OH2:44].[OH:49][C:50]([C:51]([F:52])([F:53])[F:54])=[O:55]>>[C:1](#[N:2])[c:3]1[cH:4][c:5]2[c:6]([O:29][c:30]3[cH:31][c:32]4[cH:33][cH:34][n:35]([C:39]([NH:40][CH2:41][CH3:42])=[O:43])[c:36]4[cH:37][cH:38]3)[cH:7][cH:8][n:9][c:10]2[cH:11][c:12]1[O:13][CH2:14][CH:15]1[CH2:16][CH2:17][NH:18][CH2:19][CH2:20]1. Starting materials: COC(=O)c1cc(Br)cc(N(CC(F)(F)F)C2CCOCC2)c1C, C1CCOC1, CO, [Na+], [OH-]. Yields the product Cc1c(C(=O)O)cc(Br)cc1N(CC(F)(F)F)C1CCOCC1. RXN SMILES: [Br:1][c:2]1[cH:3][c:4]([N:13]([CH2:14][C:15]([F:16])([F:17])[F:18])[CH:19]2[CH2:20][CH2:21][O:22][CH2:23][CH2:24]2)[c:5]([CH3:12])[c:6]([C:7](=[O:8])[O:9][CH3:10])[cH:11]1.[CH2:27]1[O:28][CH2:29][CH2:30][CH2:31]1.[CH3:32][OH:33].[Na+:26].[OH-:25]>>[Br:1][c:2]1[cH:3][c:4]([N:13]([CH2:14][C:15]([F:16])([F:17])[F:18])[CH:19]2[CH2:20][CH2:21][O:22][CH2:23][CH2:24]2)[c:5]([CH3:12])[c:6]([C:7](=[O:8])[OH:9])[cH:11]1. Reactants: C(C)(C)(C)OC(=O)NC1=NC(=NS1)C(C(=O)O)=NOC1CCCC1 (2-(5-t-butoxycarbonylamino-1,2,4-thiadiazol-3-yl)-2-cyclopentyloxyiminoacetic acid). Solvent: FC(C(=O)O)(F)F (trifluoroacetic acid). Conditions: time 1 hour. Yields the product NC1=NC(=NS1)C(C(=O)O)=NOC1CCCC1 (2-(5-Amino-1,2,4-thiadiazol-3-yl)-2-cyclopentyloxyiminoacetic acid). The yield is 86.5%. RXN SMILES: C(OC([NH:8][C:9]1[S:13][N:12]=[C:11]([C:14](=[N:18][O:19][CH:20]2[CH2:24][CH2:23][CH2:22][CH2:21]2)[C:15]([OH:17])=[O:16])[N:10]=1)=O)(C)(C)C>FC(F)(F)C(O)=O>[NH2:8][C:9]1[S:13][N:12]=[C:11]([C:14](=[N:18][O:19][CH:20]2[CH2:24][CH2:23][CH2:22][CH2:21]2)[C:15]([OH:17])=[O:16])[N:10]=1. Procedure details: A solution of 348 mg (0.97 mmoles) of 2-(5-t-butoxycarbonylamino-1,2,4-thiadiazol-3-yl)-2-cyclopentyloxyiminoacetic acid in 2 ml of trifluoroacetic acid was allowed to stand for 1 hour at room temperature. The reaction mixture was concentrated under reduced pressure. The residue was triturated with 5 ml of isopropyl ether and 10 ml of hexane to give 215 mg (86%) of the title compound. Mp. 162°-165° C. (dec.) [lit(3) : mp. 160°-165° C. (dec.)]. Starting materials: CCc1cc(-c2cncc(C(=O)O)c2)c(C)[nH]c1=O, O=C1CCNCC1. Product: CCc1cc(-c2cncc(C(=O)N3CCC(=O)CC3)c2)c(C)[nH]c1=O. As a reaction SMILES: [CH2:1]([CH3:2])[c:3]1[cH:4][c:5](-[c:11]2[cH:12][n:13][cH:14][c:15]([C:17](=[O:18])[OH:19])[cH:16]2)[c:6]([CH3:10])[nH:7][c:8]1=[O:9].[O:20]=[C:21]1[CH2:22][CH2:23][NH:24][CH2:25][CH2:26]1>>[CH2:1]([CH3:2])[c:3]1[cH:4][c:5](-[c:11]2[cH:12][n:13][cH:14][c:15]([C:17](=[O:19])[N:24]3[CH2:23][CH2:22][C:21](=[O:20])[CH2:26][CH2:25]3)[cH:16]2)[c:6]([CH3:10])[nH:7][c:8]1=[O:9].